Dataset: the Open Reaction Database (ORD), a public repository of structured organic reaction records. Task: describe an organic reaction: reactants, conditions, products, and yield Starting materials: C(C)(C)(C)OC(N(C)CCN1CCN(CC1)C1=NC=CN=C1C1=CC=C(C=C1)F)=O ({2-[3′-(4-fluoro-phenyl)-2,3,5,6-tetrahydro-[1,2′]bipyrazinyl-4-yl]-ethyl}-methyl-carbamic acid tert-butyl ester), FC(C(=O)O)(F)F (trifluoroacetic acid). The solvent is ClCCl (dichloromethane). Run at time 1.5 hour. Yields the product FC1=CC=C(C=C1)C=1C(=NC=CN1)N1CCN(CC1)CCNC ({2-[3′-(4-Fluoro-phenyl)-2,3,5,6-tetrahydro-[1,2′]bipyrazinyl-4-yl]-ethyl}-methyl-amine). The yield is 100.0%. Reaction SMILES: C(O[C:6](=O)[N:7]([CH2:9][CH2:10][N:11]1[CH2:16][CH2:15][N:14]([C:17]2[C:22]([C:23]3[CH:28]=[CH:27][C:26]([F:29])=[CH:25][CH:24]=3)=[N:21][CH:20]=[CH:19][N:18]=2)[CH2:13][CH2:12]1)C)(C)(C)C.FC(F)(F)C(O)=O>ClCCl>[F:29][C:26]1[CH:27]=[CH:28][C:23]([C:22]2[C:17]([N:14]3[CH2:13][CH2:12][N:11]([CH2:10][CH2:9][NH:7][CH3:6])[CH2:16][CH2:15]3)=[N:18][CH:19]=[CH:20][N:21]=2)=[CH:24][CH:25]=1. Reported procedure: Dissolve {2-[3′-(4-fluoro-phenyl)-2,3,5,6-tetrahydro-[1,2′]bipyrazinyl-4-yl]-ethyl}-methyl-carbamic acid tert-butyl ester (3.8 g, 9.16 mmol, 1 eq.) in dichloromethane (20 mL). Add trifluoroacetic acid (41.2 g, 27.8 mL, 366.4 mmol, 40 eq.). Stir at room temperature for 1.5 hr. Partition the reaction mixture between aqueous 5N NaOH (pH aqueous layer=14) and dichlormethane. Separate the layers. Extract the aqueous layer with dichloromethane (2×50 mL). Combine the organic layers, dry over anhydrous ... Starting materials: CCOC(=O)c1ccc(Nc2cc3c(cc2C)C(C)(C)CCN3C(C)C)cc1, CCO, [K+], [OH-]. Yields the product Cc1cc2c(cc1Nc1ccc(C(=O)O)cc1)N(C(C)C)CCC2(C)C. Reaction SMILES: [CH2:1]([CH3:2])[O:3][C:4]([c:5]1[cH:6][cH:7][c:8]([NH:11][c:12]2[c:13]([CH3:27])[cH:14][c:15]3[c:20]([cH:21]2)[N:19]([CH:22]([CH3:23])[CH3:24])[CH2:18][CH2:17][C:16]3([CH3:25])[CH3:26])[cH:9][cH:10]1)=[O:28].[CH3:31][CH2:32][OH:33].[K+:30].[OH-:29]>>[O:3]=[C:4]([c:5]1[cH:6][cH:7][c:8]([NH:11][c:12]2[c:13]([CH3:27])[cH:14][c:15]3[c:20]([cH:21]2)[N:19]([CH:22]([CH3:23])[CH3:24])[CH2:18][CH2:17][C:16]3([CH3:25])[CH3:26])[cH:9][cH:10]1)[OH:28].